Dataset: the Open Reaction Database (ORD), a public repository of structured organic reaction records. Task: describe an organic reaction: reactants, conditions, products, and yield The reactants are OC1=CC=C(C=C1)C(=O)C1=C(C=C(C=C1)OC)O (2-hydroxy-4-methoxyphenyl 4-hydroxyphenyl ketone), ClC1=CC=C(C=C1)CC(=O)O (4-chlorophenylacetic acid), C(=O)([O-])[O-].[K+].[K+] (K2CO3), C(=O)(N1C=NC=C1)N1C=NC=C1 (carbonyldiimidazole). The reagents and catalysts are CN(C1=CC=NC=C1)C (4-dimethylaminopyridine). The solvent is CN(C)C=O (DMF), O (H2O). Reaction conditions: temperature 90 celsius, time 30 minute. Yields the product ClC1=CC=C(C=C1)C=1C(OC2=CC(=CC=C2C1C1=CC=C(C=C1)O)OC)=O (3-(4-Chlorophenyl)-4-(4-Hydroxyphenyl)-7-Methoxy-2H-Chromen-2-One). Reaction SMILES: [OH:1][C:2]1[CH:7]=[CH:6][C:5]([C:8]([C:10]2[CH:15]=[CH:14][C:13]([O:16][CH3:17])=[CH:12][C:11]=2[OH:18])=O)=[CH:4][CH:3]=1.[Cl:19][C:20]1[CH:25]=[CH:24][C:23]([CH2:26][C:27](O)=[O:28])=[CH:22][CH:21]=1.C([O-])([O-])=O.[K+].[K+].C(N1C=CN=C1)(N1C=CN=C1)=O>CN(C)C1C=CN=CC=1.CN(C=O)C.O>[Cl:19][C:20]1[CH:25]=[CH:24][C:23]([C:26]2[C:27](=[O:28])[O:18][C:11]3[C:10]([C:8]=2[C:5]2[CH:6]=[CH:7][C:2]([OH:1])=[CH:3][CH:4]=2)=[CH:15][CH:14]=[C:13]([O:16][CH3:17])[CH:12]=3)=[CH:22][CH:21]=1 |f:2.3.4|. Reported procedure: A suspension of 2-hydroxy-4-methoxyphenyl 4-hydroxyphenyl ketone (2.6 grams, 10.65 mmol), 4-chlorophenylacetic acid (4.0 g, 23.43 mmol), K2CO3 (4.4 g, 31.95 mmol), carbonyldiimidazole (3.8 g, 23.43 mmol), and 4-dimethylaminopyridine (0.1 g,) in 20 mL of DMF was warmed at 90° C. for 5 hours. The reaction mixture was poured into 150 mL of H2O and stirred for 30 minutes. The precipitated product was collected by filtration and the purified desired product was isolated following flash chromatography... The reactants are COc1ccc(N2CCN(c3ccc([N+](=O)[O-])cn3)CC2)cc1, CCO. Yields the product COc1ccc(N2CCN(c3ccc(N)cn3)CC2)cc1. As a reaction SMILES: [CH3:1][O:2][c:3]1[cH:4][cH:5][c:6]([N:9]2[CH2:10][CH2:11][N:12]([c:15]3[n:16][cH:17][c:18]([N+:21]([O-:22])=[O:23])[cH:19][cH:20]3)[CH2:13][CH2:14]2)[cH:7][cH:8]1.[CH3:24][CH2:25][OH:26]>>[CH3:1][O:2][c:3]1[cH:4][cH:5][c:6]([N:9]2[CH2:10][CH2:11][N:12]([c:15]3[n:16][cH:17][c:18]([NH2:21])[cH:19][cH:20]3)[CH2:13][CH2:14]2)[cH:7][cH:8]1. Starting materials: ClCCl, OC(Cc1ccc2c(cnn2-c2ccccc2)c1)c1ccccc1. Product: O=C(Cc1ccc2c(cnn2-c2ccccc2)c1)c1ccccc1. Reaction SMILES: [Cl:25][CH2:26][Cl:27].[c:1]1([CH:7]([CH2:8][c:9]2[cH:10][c:11]3[cH:12][n:13][n:14](-[c:18]4[cH:19][cH:20][cH:21][cH:22][cH:23]4)[c:15]3[cH:16][cH:17]2)[OH:24])[cH:2][cH:3][cH:4][cH:5][cH:6]1>>[c:1]1([C:7]([CH2:8][c:9]2[cH:10][c:11]3[cH:12][n:13][n:14](-[c:18]4[cH:19][cH:20][cH:21][cH:22][cH:23]4)[c:15]3[cH:16][cH:17]2)=[O:24])[cH:2][cH:3][cH:4][cH:5][cH:6]1. Reactants: CCN=C=NCCCN(C)C, CCOC(C)=O, O=C(Cl)C1CCCC1, Cl, NC1(C(=O)O)CCCCC1, [Na+], [Na+], O=C([O-])[O-], O. Yields the product O=C1OC(C2CCCC2)=NC12CCCCC2. As a reaction SMILES: [CH2:26]([N:27]=[C:28]=[N:29][CH2:30][CH2:31][CH2:32][N:33]([CH3:34])[CH3:35])[CH3:36].[CH3:37][CH2:38][O:39][C:40](=[O:41])[CH3:42].[CH:1]1([C:6](=[O:7])[Cl:8])[CH2:2][CH2:3][CH2:4][CH2:5]1.[ClH:25].[NH2:9][C:10]1([C:16](=[O:17])[OH:18])[CH2:11][CH2:12][CH2:13][CH2:14][CH2:15]1.[Na+:19].[Na+:20].[O-:21][C:22](=[O:23])[O-:24].[OH2:43]>>[CH:1]1([C:6]2=[N:9][C:10]3([CH2:11][CH2:12][CH2:13][CH2:14][CH2:15]3)[C:16](=[O:17])[O:7]2)[CH2:2][CH2:3][CH2:4][CH2:5]1. Reactants: N1=NC=C(C=C1)C(=O)O (pyridazine-4-carboxylic acid), S(O)(O)(=O)=O (sulfuric acid), CO (methanol). Run at time 16 hour. The product is N1=NC=C(C=C1)C(=O)OC (Methyl pyridazine-4-carboxylate). Reaction SMILES: [N:1]1[CH:6]=[CH:5][C:4]([C:7]([OH:9])=[O:8])=[CH:3][N:2]=1.S(=O)(=O)(O)O.[CH3:15]O>>[N:1]1[CH:6]=[CH:5][C:4]([C:7]([O:9][CH3:15])=[O:8])=[CH:3][N:2]=1. Procedure details: To a solution of pyridazine-4-carboxylic acid (Aldrich, 5.0 g, 40.3 mmol) in methanol (anhydrous, Aldrich, 100 mL) was added sulfuric acid (concentrated, Aldrich, 2 mL). The reaction mixture was then heated to reflux and stirred for 16 hours. The volatiles were removed under reduced pressure. The residue was basified to pH=8-9 with saturated sodium carbonate (20 mL) and then extracted with EtOAc (3×100 mL). The combined extracts were washed with brine (2×20 mL) and dried over magnesium sulfate. ... The reactants are Nc1ccccc1OCc1ccccc1, O=C(O)c1ccncc1F, CN(C)C=O, O. The product is O=C(Nc1ccccc1OCc1ccccc1)c1ccncc1F. Reaction SMILES: [CH2:11]([c:12]1[cH:13][cH:14][cH:15][cH:16][cH:17]1)[O:18][c:19]1[c:20]([NH2:21])[cH:22][cH:23][cH:24][cH:25]1.[F:1][c:2]1[c:3]([C:4](=[O:5])[OH:6])[cH:7][cH:8][n:9][cH:10]1.[O:27]=[CH:28][N:29]([CH3:30])[CH3:31].[OH2:26]>>[F:1][c:2]1[c:3]([C:4](=[O:6])[NH:21][c:20]2[c:19]([O:18][CH2:11][c:12]3[cH:13][cH:14][cH:15][cH:16][cH:17]3)[cH:25][cH:24][cH:23][cH:22]2)[cH:7][cH:8][n:9][cH:10]1. Reactants: CS(=O)(=O)OC1CN(CC1)C1=CC=C(C=C1)[N+](=O)[O-] (1-(4-nitrophenyl)pyrrolid-3-yl methanesulphonate), N1C=NC=C1 (imidazole), ice. Yields the product [N+](=O)([O-])C1=CC=C(C=C1)N1CC(CC1)N1C=NC=C1 (1-[1-(4-nitrophenyl)pyrrolid-3-yl]-1H-imidazole). Isolated yield 73.2%. Reaction SMILES: CS(O[CH:6]1[CH2:10][CH2:9][N:8]([C:11]2[CH:16]=[CH:15][C:14]([N+:17]([O-:19])=[O:18])=[CH:13][CH:12]=2)[CH2:7]1)(=O)=O.[NH:20]1[CH:24]=[CH:23][N:22]=[CH:21]1>>[N+:17]([C:14]1[CH:15]=[CH:16][C:11]([N:8]2[CH2:9][CH2:10][CH:6]([N:20]3[CH:24]=[CH:23][N:22]=[CH:21]3)[CH2:7]2)=[CH:12][CH:13]=1)([O-:19])=[O:18]. Procedure: 22 g (0.0767 mol) of 1-(4-nitrophenyl)pyrrolid-3-yl methanesulphonate (2) were heated at 95° C. for 2 hours in 170 g of imidazole (2.5 mol), This mixture was poured into 1 l of ice-cold water until crystallization takes place. After filtration and drying, the yellow powder obtained was chromatographed, eluting with dichloromethane, and 14.5 g of derivative (3) were recovered (73.2% yield). The reactants are C(C(C)(C)C)(=O)C(C(=O)OCC)C(=O)OCC (diethyl pivaloylmalonate), C(C(C)(C)C)(=O)C(C(=O)OC)C(=O)OC (dimethyl pivaloylmalonate). The solvent is C(C)OCC (diethyl ether). Conditions: time 7 hour. Yields the product C(C(C)(C)C)(=O)CC(=O)OCC (ethyl pivaloylacetate). The yield is 83.0%. As a reaction SMILES: [C:1]([CH:7](C(OCC)=O)[C:8]([O:10][CH2:11][CH3:12])=[O:9])(=[O:6])[C:2]([CH3:5])([CH3:4])[CH3:3].C(C(C(OC)=O)C(OC)=O)(=O)C(C)(C)C>C(OCC)C>[C:1]([CH2:7][C:8]([O:10][CH2:11][CH3:12])=[O:9])(=[O:6])[C:2]([CH3:5])([CH3:4])[CH3:3]. Reported procedure: The experiment of Example 1 was repeated using diethyl pivaloylmalonate as the starting material, instead of dimethyl pivaloylmalonate, and using diethyl ether as the solvent. The reaction was carried out at 35° C. for 7 hours. From GLC-analysis it appeared that conversion of starting material was essentially complete and that ethyl pivaloylacetate had been obtained in a yield of 83%. A small amount of ethyl pivalate had been formed, together with diethyl malonate and pivalic acid. Reactants: C1(=CC=CC=C1)P(C1=CC=CC=2C(C3=CC=CC(=C3OC12)P(C1=CC=CC=C1)C1=CC=CC=C1)(C)C)C1=CC=CC=C1 (4,5-bis(diphenylphosphino)-9,9-dimethylxanthene), C([O-])([O-])=O.[Cs+].[Cs+] (cesium carbonate), ClC=1N=CC=C2C=CC=NC12 (8-Chloro-[1,7]naphthyridine), NC1=NC(=CC=C1)C (2-amino-6-methylpyridine). Solvent: O1CCOCC1 (dioxane). Reaction conditions: temperature 150 celsius, time 50 minute. The product is CC1=CC=CC(=N1)NC=1N=CC=C2C=CC=NC12 ((6-Methyl-pyridin-2-yl)-[1,7]naphthyridin-8-yl-amine), solid. Yield: 34.0%. RXN SMILES: Cl[C:2]1[N:3]=[CH:4][CH:5]=[C:6]2[C:11]=1[N:10]=[CH:9][CH:8]=[CH:7]2.[NH2:12][C:13]1[CH:18]=[CH:17][CH:16]=[C:15]([CH3:19])[N:14]=1.C1(P(C2C=CC=CC=2)C2C3OC4C(=CC=CC=4P(C4C=CC=CC=4)C4C=CC=CC=4)C(C)(C)C=3C=CC=2)C=CC=CC=1.C(=O)([O-])[O-].[Cs+].[Cs+]>O1CCOCC1>[CH3:19][C:15]1[N:14]=[C:13]([NH:12][C:2]2[N:3]=[CH:4][CH:5]=[C:6]3[C:11]=2[N:10]=[CH:9][CH:8]=[CH:7]3)[CH:18]=[CH:17][CH:16]=1 |f:3.4.5|. Reported procedure: 8-Chloro-[1,7]naphthyridine (Example A) (0.2 g, 1.2 mmol) and 2-amino-6-methylpyridine (0.13 g, 1.2 mmol) were dissolved in 8 ml dry dioxane. 4,5-bis(diphenylphosphino)-9,9-dimethylxanthene (145 mg, 0.24 mmol), cesium carbonate (0.63 g, 1.95 mmol) and tri(dibenzylideneacetone)dipalladium chloroform complex (0.13 g, 0.12 mmol) were added and the reaction mixture was stirred under microwave irradiation for 50 minutes at 150° C. The reaction mixture was then evaporated and purified by flash chromat...